Dataset: the Open Reaction Database (ORD), a public repository of structured organic reaction records. Task: describe an organic reaction: reactants, conditions, products, and yield The reactants are CO, [Cl-], Cc1ccc2c(N3CCN(CCc4cccc([N+](=O)[O-])c4)CC3)ccc(F)c2n1, [Fe], [NH4+], O. Yields the product Cc1ccc2c(N3CCN(CCc4cccc(N)c4)CC3)ccc(F)c2n1. As a reaction SMILES: [CH3:32][OH:33].[Cl-:30].[F:1][c:2]1[cH:3][cH:4][c:5]([N:13]2[CH2:14][CH2:15][N:16]([CH2:19][CH2:20][c:21]3[cH:22][c:23]([N+:27]([O-:28])=[O:29])[cH:24][cH:25][cH:26]3)[CH2:17][CH2:18]2)[c:6]2[cH:7][cH:8][c:9]([CH3:12])[n:10][c:11]12.[Fe:35].[NH4+:31].[OH2:34]>>[F:1][c:2]1[cH:3][cH:4][c:5]([N:13]2[CH2:14][CH2:15][N:16]([CH2:19][CH2:20][c:21]3[cH:22][c:23]([NH2:27])[cH:24][cH:25][cH:26]3)[CH2:17][CH2:18]2)[c:6]2[cH:7][cH:8][c:9]([CH3:12])[n:10][c:11]12. Reactants: FC(C(=O)O)(F)F.C1(CC1)N1CCN(CC1)C([C@H](CNC(=O)C=1SC(=CC1)Cl)NS(=O)(=O)C1=C(C(=CC=C1)N1C(CCCC1)=O)OC(F)F)=O (5-Chloro-thiophene-2-carboxylic acid {(S)-3-(4-cyclopropyl-piperazin-1-yl)-2-[2-difluoromethoxy-3-(2-oxo-piperidin-1-yl)-benzenesulfonylamino]-3-oxo-propyl}-amide trifluoroacetate), Cl (HCl). Run in C(C)(=O)OCC (ethyl acetate). Reaction conditions: time 20 hour. Product: Cl.COC([C@H](CNC(=O)C=1SC(=CC1)Cl)N)=O ((S)-2-Amino-3-[(5-chloro-thiophene-2-carbonyl)-amino]-propionic acid methyl ester hydro chloride). RXN SMILES: FC(F)(F)[C:3](O)=[O:4].C1(N2CCN([C:17](=[O:50])[C@@H:18]([NH:29]S(C3C=CC=C(N4CCCCC4=O)C=3OC(F)F)(=O)=O)[CH2:19][NH:20][C:21]([C:23]3[S:24][C:25]([Cl:28])=[CH:26][CH:27]=3)=[O:22])CC2)CC1.Cl>C(OCC)(=O)C>[ClH:28].[CH3:3][O:4][C:17](=[O:50])[C@@H:18]([NH2:29])[CH2:19][NH:20][C:21]([C:23]1[S:24][C:25]([Cl:28])=[CH:26][CH:27]=1)=[O:22] |f:0.1,4.5|. Reported procedure: 33 g (110.24 mmol) of intermediate 8 from step 22.4) were dissolved in 600 ml ethyl acetate and 250 ml HCl (2N in diethyl ether) was added. After 20 h stirring at RT the reaction was filtered and the solid dried under reduced pressure.